Dataset: the Open Reaction Database (ORD), a public repository of structured organic reaction records. Task: describe an organic reaction: reactants, conditions, products, and yield Reactants: C([O-])(O)=O.[Na+] (sodium bicarbonate), N1CCOCC1 (morpholine), [I-].[Na+] (sodium iodide), ClCCOC1=CC2=C(SC=C2)C=C1 (5-(2-Chloroethoxy)benzo[b]thiophene). The solvent is CN(C)C=O (DMF). Run at temperature 70 celsius, time 8 hour. Product: S1C2=C(C=C1)C=C(C=C2)OCCN2CCOCC2 (4-(2-(Benzo[b]thiophen-5-yloxy)ethyl)morpholine). Reaction SMILES: Cl[CH2:2][CH2:3][O:4][C:5]1[CH:13]=[CH:12][C:8]2[S:9][CH:10]=[CH:11][C:7]=2[CH:6]=1.[NH:14]1[CH2:19][CH2:18][O:17][CH2:16][CH2:15]1.[I-].[Na+].C(=O)(O)[O-].[Na+]>CN(C=O)C>[S:9]1[CH:10]=[CH:11][C:7]2[CH:6]=[C:5]([O:4][CH2:3][CH2:2][N:14]3[CH2:19][CH2:18][O:17][CH2:16][CH2:15]3)[CH:13]=[CH:12][C:8]1=2 |f:2.3,4.5|. Procedure: 5-(2-Chloroethoxy)benzo[b]thiophene (0.25 g, 1.17 mmol) was dissolved in DMF (3 mL) and treated with morpholine (0.205 mL, 2.35 mmol) and sodium iodide (0.035 g, 0.235 mmol). The mixture was heated to 70° C. and stirred overnight. The reaction was cooled down to room temperature and poured into a saturated aqueous solution of sodium bicarbonate (20 mL), which was extracted several times with ethyl acetate. All the organic extracts were combined and washed with a saturated aqueous solution of sod... Starting materials: O[C@H](C)[C@@H]1[C@@H]2N(C(=C([C@@H]2C)S\C=C/C2=C(N=CS2)CO)C(=O)[O-])C1=O.[Na+] (sodium (1R,5S,6S)-6-((1R)-1-hydroxyethyl)-2-[[(Z)-2-(4-hydroxymethylthiazol-5-yl)ethen-1-yl]thio]-1-methyl-1-carbapen-2-em-3-carboxylate), BrC1OC(=O)C2=CC=CC=C12 (3-bromophthalide). Run in CC(=O)N(C)C (DMA). Product: O[C@H](C)[C@@H]1[C@@H]2N(C(=C([C@@H]2C)S\C=C/C2=C(N=CS2)CO)C(=O)OC2OC(=O)C3=CC=CC=C23)C1=O (Phthalidyl (1R,5S,6S)-6-((1R)-1-hydroxyethyl)-2-[[(Z)-2-(4-hydroxymethylthiazol-5-yl)ethen-1-yl]thio]-1-methyl-1-carbapen-2-em-3-carboxylate). The yield is 59.2%. Reaction SMILES: [OH:1][C@@H:2]([C@H:4]1[C:24](=[O:25])[N:6]2[C:7]([C:21]([O-:23])=[O:22])=[C:8]([S:11]/[CH:12]=[CH:13]\[C:14]3[S:18][CH:17]=[N:16][C:15]=3[CH2:19][OH:20])[C@H:9]([CH3:10])[C@H:5]12)[CH3:3].[Na+].Br[CH:28]1[C:37]2[C:32](=[CH:33][CH:34]=[CH:35][CH:36]=2)[C:30](=[O:31])[O:29]1>CC(N(C)C)=O>[OH:1][C@@H:2]([C@H:4]1[C:24](=[O:25])[N:6]2[C:7]([C:21]([O:23][CH:28]3[C:37]4[C:32](=[CH:33][CH:34]=[CH:35][CH:36]=4)[C:30](=[O:31])[O:29]3)=[O:22])=[C:8]([S:11]/[CH:12]=[CH:13]\[C:14]3[S:18][CH:17]=[N:16][C:15]=3[CH2:19][OH:20])[C@H:9]([CH3:10])[C@H:5]12)[CH3:3] |f:0.1|. Procedure: The title compound (122 mg) was prepared from 162 mg of sodium (1R,5S,6S)-6-((1R)-1-hydroxyethyl)-2-[[(Z)-2-(4-hydroxymethylthiazol-5-yl)ethen-1-yl]thio]-1-methyl-1-carbapen-2-em-3-carboxylate and 128 mg of 3-bromophthalide in the same manner as in Example 81, except that only DMA was used as the solvent and the reaction was carried out at room temperature. The reactants are CCCC[N+](CCCC)(CCCC)CCCC, [Na+], [Na+], [Na+], O=C([O-])O, [OH-], O, O=S([O-])[O-], O=S(=O)(O)O, O=S(=O)(Cl)c1cccc2ccccc12. The product is CCCC[N+](CCCC)(CCCC)CCCC, O=S([O-])c1cccc2ccccc12. RXN SMILES: [CH2:32]([CH2:33][CH2:34][CH3:35])[N+:36]([CH2:37][CH2:38][CH2:39][CH3:40])([CH2:41][CH2:42][CH2:43][CH3:44])[CH2:45][CH2:46][CH2:47][CH3:48].[Na+:19].[Na+:20].[Na+:25].[O-:21][C:22]([OH:23])=[O:24].[OH-:31].[OH2:49].[S:15]([O-:16])([O-:17])=[O:18].[S:26](=[O:27])(=[O:28])([OH:29])[OH:30].[c:1]1([S:11](=[O:12])(=[O:13])[Cl:14])[cH:2][cH:3][cH:4][c:5]2[cH:6][cH:7][cH:8][cH:9][c:10]12>>[CH2:32]([CH2:33][CH2:34][CH3:35])[N+:36]([CH2:37][CH2:38][CH2:39][CH3:40])([CH2:41][CH2:42][CH2:43][CH3:44])[CH2:45][CH2:46][CH2:47][CH3:48].[c:1]1([S:11](=[O:12])[O-:13])[cH:2][cH:3][cH:4][c:5]2[cH:6][cH:7][cH:8][cH:9][c:10]12. Starting materials: BrCC1CCCC1, N#Cc1ccc(Cn2c(-c3ccc(Cl)cc3O)nc3cc(F)c(F)cc32)cc1F. The product is N#Cc1ccc(Cn2c(-c3ccc(Cl)cc3OCC3CCCC3)nc3cc(F)c(F)cc32)cc1F. As a reaction SMILES: [Br:30][CH2:31][CH:32]1[CH2:33][CH2:34][CH2:35][CH2:36]1.[Cl:1][c:2]1[cH:3][c:4]([OH:29])[c:5](-[c:8]2[n:9][c:10]3[c:11]([n:12]2[CH2:13][c:14]2[cH:15][c:16]([F:22])[c:17]([C:18]#[N:19])[cH:20][cH:21]2)[cH:23][c:24]([F:28])[c:25]([F:27])[cH:26]3)[cH:6][cH:7]1>>[Cl:1][c:2]1[cH:3][c:4]([O:29][CH2:31][CH:32]2[CH2:33][CH2:34][CH2:35][CH2:36]2)[c:5](-[c:8]2[n:9][c:10]3[c:11]([n:12]2[CH2:13][c:14]2[cH:15][c:16]([F:22])[c:17]([C:18]#[N:19])[cH:20][cH:21]2)[cH:23][c:24]([F:28])[c:25]([F:27])[cH:26]3)[cH:6][cH:7]1.